This data is from the Open Reaction Database (ORD), a public repository of structured organic reaction records. The task is: describe an organic reaction: reactants, conditions, products, and yield Starting materials: ClC=1C=C(C=CC1Cl)N(C(=O)C1CCN(CC1)S(=O)(=O)C)CCCN1CCC(CC1)NC (N-(3,4-Dichlorophenyl)-N-{3-[4-(methylamino)-1-piperidinyl]propyl}-1-(methylsulfonyl)-4-piperidinecarboxamide), COC1=CC=C(C=C1)S(=O)(=O)Cl (4-methoxybenzenesulfonyl chloride). Product: ClC=1C=C(C=CC1Cl)N(C(=O)C1CCN(CC1)S(=O)(=O)C)CCCN1CCC(CC1)N(C)S(=O)(=O)C1=CC=C(C=C1)OC (N-(3,4-Dichlorophenyl)-N-(3-{4-[[(4-methoxyphenyl)sulfonyl](methyl)amino]-1-piperidinyl}propyl)-1-(methylsulfonyl)-4-piperidinecarboxamide). The yield is 87.0%. RXN SMILES: [Cl:1][C:2]1[CH:3]=[C:4]([N:9]([CH2:22][CH2:23][CH2:24][N:25]2[CH2:30][CH2:29][CH:28]([NH:31][CH3:32])[CH2:27][CH2:26]2)[C:10]([CH:12]2[CH2:17][CH2:16][N:15]([S:18]([CH3:21])(=[O:20])=[O:19])[CH2:14][CH2:13]2)=[O:11])[CH:5]=[CH:6][C:7]=1[Cl:8].[CH3:33][O:34][C:35]1[CH:40]=[CH:39][C:38]([S:41](Cl)(=[O:43])=[O:42])=[CH:37][CH:36]=1>>[Cl:1][C:2]1[CH:3]=[C:4]([N:9]([CH2:22][CH2:23][CH2:24][N:25]2[CH2:26][CH2:27][CH:28]([N:31]([S:41]([C:38]3[CH:37]=[CH:36][C:35]([O:34][CH3:33])=[CH:40][CH:39]=3)(=[O:43])=[O:42])[CH3:32])[CH2:29][CH2:30]2)[C:10]([CH:12]2[CH2:13][CH2:14][N:15]([S:18]([CH3:21])(=[O:19])=[O:20])[CH2:16][CH2:17]2)=[O:11])[CH:5]=[CH:6][C:7]=1[Cl:8]. Procedure: The title compound was prepared using a similar procedure to that described for example 195 from the title compound of example 323 and 4-methoxybenzenesulfonyl chloride, yield 87%. Reactants: NC1=CC=C(CC2=NC=3N(C(N(C(C3N2)=O)CC2=C(C=CC=C2)F)=O)CCCC)C=C1 (8-(4-amino-benzyl)-3-butyl-1-(2-fluoro-benzyl)-3,7-dihydro-purine-2,6-dione), ClC1=C(C=CC=C1Cl)S(=O)(=O)Cl (2,3-dichloro-benzenesulfonyl chloride). Product: C(CCC)N1C(N(C(C=2NC(=NC12)CC1=CC=C(C=C1)NS(=O)(=O)C1=C(C(=CC=C1)Cl)Cl)=O)CC1=C(C=CC=C1)F)=O (N-{4-[3-Butyl-1-(2-fluoro-benzyl)-2,6-dioxo-2,3,6,7-tetrahydro-1H-purin-8-ylmethyl]-phenyl}-2,3-dichloro-benzenesulfonamide). As a reaction SMILES: [NH2:1][C:2]1[CH:31]=[CH:30][C:5]([CH2:6][C:7]2[NH:15][C:14]3[C:13](=[O:16])[N:12]([CH2:17][C:18]4[CH:23]=[CH:22][CH:21]=[CH:20][C:19]=4[F:24])[C:11](=[O:25])[N:10]([CH2:26][CH2:27][CH2:28][CH3:29])[C:9]=3[N:8]=2)=[CH:4][CH:3]=1.[Cl:32][C:33]1[C:38]([Cl:39])=[CH:37][CH:36]=[CH:35][C:34]=1[S:40](Cl)(=[O:42])=[O:41]>>[CH2:26]([N:10]1[C:9]2[N:8]=[C:7]([CH2:6][C:5]3[CH:4]=[CH:3][C:2]([NH:1][S:40]([C:34]4[CH:35]=[CH:36][CH:37]=[C:38]([Cl:39])[C:33]=4[Cl:32])(=[O:42])=[O:41])=[CH:31][CH:30]=3)[NH:15][C:14]=2[C:13](=[O:16])[N:12]([CH2:17][C:18]2[CH:23]=[CH:22][CH:21]=[CH:20][C:19]=2[F:24])[C:11]1=[O:25])[CH2:27][CH2:28][CH3:29]. Reported procedure: Prepared from 8-(4-amino-benzyl)-3-butyl-1-(2-fluoro-benzyl)-3,7-dihydro-purine-2,6-dione and 2,3-dichloro-benzenesulfonyl chloride. Purity (ELSD, based on MW=630.5)=70%. Starting materials: O (Water), CN([C@H]1CN(CC1)C1=CC(=C(C=C1[N+](=O)[O-])NC1=NC=CC(=N1)C1=CNC2=CC=CC=C12)OC)C (N-{4-[(3R)-3-dimethylaminopyrrolidin-1-yl]-2-methoxy-5-nitrophenyl}-4-(1H-indol-3-yl)pyrimidin-2-amine), CN([C@H]1CN(CC1)C1=CC(=C(C=C1[N+](=O)[O-])NC1=NC=CC(=N1)C1=CNC2=CC=CC=C12)OC)C (N-{4-[(3R)-3-dimethylaminopyrrolidin-1-yl]-2-methoxy-5-nitrophenyl}-4-(1H-indol-3-yl)pyrimidin-2-amine), [NH4+].[Cl-] (NH4Cl). The reagents and catalysts are [Fe] (iron). Run in C(C)O (ethanol). Reaction conditions: temperature 105 celsius, time 3 hour. Yields the product CN([C@H]1CN(CC1)C1=C(C=C(C(=C1)OC)NC1=NC=CC(=N1)C1=CNC2=CC=CC=C12)N)C (4-[(3R)-3-Dimethylaminopyrrolidin-1-yl]-N-[4-(1H-indol-3-yl)pyrimidin-2-yl]-6-methoxybenzene-1,3-diamine). The yield is 117.2%. Reaction SMILES: O.[CH3:2][N:3]([CH3:36])[C@@H:4]1[CH2:8][CH2:7][N:6]([C:9]2[C:14]([N+:15]([O-])=O)=[CH:13][C:12]([NH:18][C:19]3[N:24]=[C:23]([C:25]4[C:33]5[C:28](=[CH:29][CH:30]=[CH:31][CH:32]=5)[NH:27][CH:26]=4)[CH:22]=[CH:21][N:20]=3)=[C:11]([O:34][CH3:35])[CH:10]=2)[CH2:5]1.[NH4+].[Cl-]>[Fe].C(O)C>[CH3:36][N:3]([CH3:2])[C@@H:4]1[CH2:8][CH2:7][N:6]([C:9]2[CH:10]=[C:11]([O:34][CH3:35])[C:12]([NH:18][C:19]3[N:24]=[C:23]([C:25]4[C:33]5[C:28](=[CH:29][CH:30]=[CH:31][CH:32]=5)[NH:27][CH:26]=4)[CH:22]=[CH:21][N:20]=3)=[CH:13][C:14]=2[NH2:15])[CH2:5]1 |f:2.3|. Procedure details: Water (4 mL) was added to a stirred mixture of N-{4-[(3R)-3-dimethylaminopyrrolidin-1-yl]-2-methoxy-5-nitrophenyl}-4-(1H-indol-3-yl)pyrimidin-2-amine (Intermediate 165, 286 mg, 0.60 mmol), iron (202 mg, 3.62 mmol), NH4Cl (22.6 mg, 0.42 mmol) and ethanol (24 mL). The resulting mixture was stirred at 105° C. for 3 h and was then filtered through diatomaceous earth (Celite™) and concentrated in vacuo. Part-purification by ion exchange chromatography, using an SCX column and eluting with 0.35M metha... The reactants are C(C)(=O)C=1C(=C(C2=C(C=CO2)C1OC)OC)O (5-acetyl-6-hydroxy-4,7-dimethoxybenzofuran), ClCCCN(C)CCC1=CC(=C(C=C1)OC)OC (3-chloropropyl-(2-(3,4-dimethoxyphenyl)-ethyl)-methylamine). Run in C(C)C(=O)C (methyl ethyl ketone). Yields the product C(C)(=O)C=1C(=C(C2=C(C=CO2)C1OC)OC)OCCCN(C)CCC1=CC(=C(C=C1)OC)OC (5-Acetyl-4,7-dimethoxy-6-[3-((2-(3,4-dimethoxyphenyl)-ethyl)-methylamino)propoxy]-benzofuran). Reaction SMILES: [C:1]([C:4]1[C:5]([OH:17])=[C:6]([O:15][CH3:16])[C:7]2[O:11][CH:10]=[CH:9][C:8]=2[C:12]=1[O:13][CH3:14])(=[O:3])[CH3:2].Cl[CH2:19][CH2:20][CH2:21][N:22]([CH2:24][CH2:25][C:26]1[CH:31]=[CH:30][C:29]([O:32][CH3:33])=[C:28]([O:34][CH3:35])[CH:27]=1)[CH3:23]>C(C(C)=O)C>[C:1]([C:4]1[C:5]([O:17][CH2:19][CH2:20][CH2:21][N:22]([CH2:24][CH2:25][C:26]2[CH:31]=[CH:30][C:29]([O:32][CH3:33])=[C:28]([O:34][CH3:35])[CH:27]=2)[CH3:23])=[C:6]([O:15][CH3:16])[C:7]2[O:11][CH:10]=[CH:9][C:8]=2[C:12]=1[O:13][CH3:14])(=[O:3])[CH3:2]. Procedure: 39 g of 5-acetyl-6-hydroxy-4,7-dimethoxybenzofuran are refluxed with 40 g of 3-chloropropyl-(2-(3,4-dimethoxyphenyl)-ethyl)-methylamine in 250 ml of methyl ethyl ketone for 14 hours. The mixture is filtered, the solvent is stripped off and the oily residue is dissolved in dilute HCl. The aqueous phase is washed with ether, rendered alkaline with dilute sodium hydroxide solution and extracted with ether. Stripping off the solvent gives 45 g of crude oily product which is further reacted without p... Reactants: ClCC1=CC2=C(OCO2)C=C1 (5-chloromethyl-1,3-benzodioxole), N1(C=NC=C1)C1=CC=C(O[C@H]2CNCCC2)C=C1 ((3R)-3-[4-(Imidazol-1-yl)phenoxy]piperidine), C(=O)([O-])[O-].[K+].[K+] (K2CO3), [Na+].[I-] (NaI). The solvent is CN(C)C=O (DMF), CN(C)C=O (DMF), C(C)(=O)OCC (ethyl acetate), CO (methanol). Conditions: temperature 50 celsius. Product: N1(C=NC=C1)C1=CC=C(O[C@H]2CN(CCC2)CC2=CC3=C(OCO3)C=C2)C=C1 ((3R)-3-[4-(imidazol-1-yl)phenoxy]-1-[(1,3-benzodioxol-5-yl)methy]piperidine). As a reaction SMILES: [N:1]1([C:6]2[CH:18]=[CH:17][C:9]([O:10][C@@H:11]3[CH2:16][CH2:15][CH2:14][NH:13][CH2:12]3)=[CH:8][CH:7]=2)[CH:5]=[CH:4][N:3]=[CH:2]1.Cl[CH2:20][C:21]1[CH:29]=[CH:28][C:24]2[O:25][CH2:26][O:27][C:23]=2[CH:22]=1.C([O-])([O-])=O.[K+].[K+].[Na+].[I-]>CN(C=O)C.C(OCC)(=O)C.CO>[N:1]1([C:6]2[CH:18]=[CH:17][C:9]([O:10][C@@H:11]3[CH2:16][CH2:15][CH2:14][N:13]([CH2:20][C:21]4[CH:29]=[CH:28][C:24]5[O:25][CH2:26][O:27][C:23]=5[CH:22]=4)[CH2:12]3)=[CH:8][CH:7]=2)[CH:5]=[CH:4][N:3]=[CH:2]1 |f:2.3.4,5.6|. Reported procedure: (3R)-3-[4-(Imidazol-1-yl)phenoxy]piperidine (150 mg, 0.61 mmol) was dissolved in DMF (2 mL) and was added to a solution of 5-chloromethyl-1,3-benzodioxole (0.16 ml in 50% methylene chloride, 1.0 eq.) in DMF, followed by the addition of K2CO3 (2.5 eq.) and NaI (0.1 eq.). The resulting mixture was heated at 50° C. for 1 hour. The solvent was evaporated and flash column chromatography on silical gel with 3% methanol in methylene chloride gave a crude product (112 mg). Additional flash chromatograph... Starting materials: Cl.ClCCN1CCOCC1 (2-Chloroethylmorpholine hydrochloride), NC=1C(=NON1)C=1N(C2=C(C=NC(=C2)OC=2C=C(C=CC2)NC(=O)C2=CNC(C=C2)=O)N1)CC (N-(3-{[2-(4-Amino-1,2,5-oxadiazol-3-yl)-1-ethyl-1H-imidazo[4,5-c]pyridin-6-yl]oxy}phenyl)-6-oxo-1,6-dihydro-3-pyridinecarboxamide), C(=O)([O-])[O-].[K+].[K+] (K2CO3). Run in CN(C)C=O (DMF), O (H2O). Reaction conditions: temperature 80 celsius. The product is NC=1C(=NON1)C=1N(C2=C(C=NC(=C2)OC=2C=C(C=CC2)NC(=O)C=2C=NC(=CC2)OCCN2CCOCC2)N1)CC (N-(3-{[2-(4-Amino-furazan-3-yl)-1-ethyl-1H-imidazo[4,5-c]pyridin-6-yl]oxy}phenyl)-6-{[2-(4-morpholinyl)ethyl]oxy}-3-pyridinecarboxamide). Isolated yield 29.2%. RXN SMILES: Cl.Cl[CH2:3][CH2:4][N:5]1[CH2:10][CH2:9][O:8][CH2:7][CH2:6]1.[NH2:11][C:12]1[C:13]([C:17]2[N:18]([CH2:43][CH3:44])[C:19]3[CH:24]=[C:23]([O:25][C:26]4[CH:27]=[C:28]([NH:32][C:33]([C:35]5[CH:40]=[CH:39][C:38](=[O:41])[NH:37][CH:36]=5)=[O:34])[CH:29]=[CH:30][CH:31]=4)[N:22]=[CH:21][C:20]=3[N:42]=2)=[N:14][O:15][N:16]=1.C([O-])([O-])=O.[K+].[K+]>CN(C=O)C.O>[NH2:11][C:12]1[C:13]([C:17]2[N:18]([CH2:43][CH3:44])[C:19]3[CH:24]=[C:23]([O:25][C:26]4[CH:27]=[C:28]([NH:32][C:33]([C:35]5[CH:36]=[N:37][C:38]([O:41][CH2:3][CH2:4][N:5]6[CH2:10][CH2:9][O:8][CH2:7][CH2:6]6)=[CH:39][CH:40]=5)=[O:34])[CH:29]=[CH:30][CH:31]=4)[N:22]=[CH:21][C:20]=3[N:42]=2)=[N:14][O:15][N:16]=1 |f:0.1,3.4.5|. Procedure details: 2-Chloroethylmorpholine hydrochloride (104 mg, 0.6 mmol) was added to a slurry of the product of Step 2 (135 mg, 0.3 mmol) and powdered K2CO3 (1 g) in DMF (2 mL) and the mixture was heated to 80° C. for 3 h. The mixture was cooled, diluted with H2O and extracted with EtOAc. The combined organic extracts were washed with H2O and brine, dried (MgSO4), filtered and the filtrate was concentrated to give a yellow oil which was purified by reverse phase HPLC to give the title compound (50 mg, 30%). 1H...